Dataset: the Open Reaction Database (ORD), a public repository of structured organic reaction records. Task: describe an organic reaction: reactants, conditions, products, and yield Starting materials: ClC1=CC=C(C=N1)CN1C(N(C(C2=C1C=CS2)=O)O)=O (1-(6-chloro-pyridin-3-ylmethyl)-3-hydroxy-1H-thieno[3,2-d]pyrimidine-2,4-dione), FC(OC1=CC=C(C=C1)B(O)O)(F)F (4-trifluoromethoxy phenylboronic acid). Product: ON1C(N(C2=C(C1=O)SC=C2)CC=2C=NC(=CC2)C2=CC=C(C=C2)OC(F)(F)F)=O (3-Hydroxy-1-[6-(4-trifluoromethoxy-phenyl)-pyridin-3-ylmethyl]-1H-thieno[3,2-d]pyrimidine-2,4-dione). As a reaction SMILES: Cl[C:2]1[N:7]=[CH:6][C:5]([CH2:8][N:9]2[C:14]3[CH:15]=[CH:16][S:17][C:13]=3[C:12](=[O:18])[N:11]([OH:19])[C:10]2=[O:20])=[CH:4][CH:3]=1.[F:21][C:22]([F:34])([F:33])[O:23][C:24]1[CH:29]=[CH:28][C:27](B(O)O)=[CH:26][CH:25]=1>>[OH:19][N:11]1[C:12](=[O:18])[C:13]2[S:17][CH:16]=[CH:15][C:14]=2[N:9]([CH2:8][C:5]2[CH:6]=[N:7][C:2]([C:27]3[CH:26]=[CH:25][C:24]([O:23][C:22]([F:21])([F:33])[F:34])=[CH:29][CH:28]=3)=[CH:3][CH:4]=2)[C:10]1=[O:20]. Reported procedure: The title compound was prepared from 1-(6-chloro-pyridin-3-ylmethyl)-3-hydroxy-1H-thieno[3,2-d]pyrimidine-2,4-dione (from previous example) and 4-trifluoromethoxy phenylboronic acid via general procedure C. The crude product was purified by mass-triggered preparative HPLC. 1H NMR (DMSO-d6) δ 10.85 (bs, 1H), 8.72 (d, 1H, J=1.8 Hz), 8.17 (d, 1H, J=8.7 Hz), 8.16 (d, 1H, J=5.5 Hz), 7.97 (d, 1H, J=8.1 Hz), 7.82 (dd-1H, J=1.8, 8.1 Hz), 7.47 (d, 2H, J=8.7 Hz), 7.45 (d, 1H, J=5.5 Hz), 5.40 (s, 2H); Elec... Reactants: S(=O)(=O)(O)O.NO (hydroxylamine sulfate), S(=O)(=O)([O-])[O-].[Na+].[Na+] (sodium sulfate), [OH-].[Na+] (sodium hydroxide), C=1C=CC2=C(C1)C(=O)OC2(C=3C=CC(=CC3)O)C=4C=CC(=CC4)O (Phenolphthalein), C(\C=C/C(=O)OCC)(=O)OCC (diethyl maleate), C(C)O.NO (ethanol hydroxylamine). RXN SMILES: S(O)(O)(=O)=O.[NH2:6][OH:7].[OH-].[Na+].C1C=CC2C(C3C=CC(O)=CC=3)(C3C=CC(O)=CC=3)OC(=O)C=2C=1.S([O-])([O-])(=O)=O.[Na+].[Na+].[C:41]([O:50][CH2:51][CH3:52])(=[O:49])/[CH:42]=[CH:43]\[C:44]([O:46][CH2:47][CH3:48])=[O:45].C(O)C.NO>C(O)C>[OH:7][NH:6][C@H:43]([C:44]([O:46][CH2:47][CH3:48])=[O:45])[CH2:42][C:41]([O:50][CH2:51][CH3:52])=[O:49] |f:0.1,2.3,5.6.7,9.10|. Product: ON[C@@H](CC(=O)OCC)C(=O)OCC (diethyl N-hydroxyaspartate). Reported procedure: A solution of 394.4 g (0.60 mols; 1.20 eq) of 25% aqueous hydroxylamine sulfate was placed in a 2-liter round-bottom flask equipped with a reflux condenser, thermometer, dropping funnel, mechanical stirrer, and cooling bath. To this was added, over about a thirty minute period, 94.1 g (1.20 mole) of 50% aqueous sodium hydroxide. Phenolphthalein indicator was added and the last of the caustic was added dropwise to the end point (pH of ~9.5). The temperature was kept below 40° C. Then 400 ml of et... Conditions: time 30 minute. The solvent is C(C)O (ethanol). Starting materials: N1=C(C=CC=C1)N(C(C1=CC(=C(C=C1)NC)NC(CNC(=O)OC(C)(C)C)=O)=O)CCC(=O)OCC (3-[(N-tert-butoxycarbonylamino)acetylamino]-4-methylaminobenzoic acid-N-(2-pyridyl)-N-(2-ethoxycarbonylethyl)amide). The solvent is C(C)(=O)O (acetic acid). Yields the product N1=C(C=CC=C1)N(C(=O)C1=CC2=C(N(C(=N2)CNC(=O)OC(C)(C)C)C)C=C1)CCC(=O)OCC (1-Methyl-2-(N-tert-butoxycarbonylaminomethyl)benzimidazol-5-yl-carboxylic acid-N-(2-pyridyl)-N-(2-ethoxycarbonylethyl)amide). Reaction SMILES: [N:1]1[CH:6]=[CH:5][CH:4]=[CH:3][C:2]=1[N:7]([CH2:30][CH2:31][C:32]([O:34][CH2:35][CH3:36])=[O:33])[C:8](=[O:29])[C:9]1[CH:14]=[CH:13][C:12]([NH:15][CH3:16])=[C:11]([NH:17][C:18](=O)[CH2:19][NH:20][C:21]([O:23][C:24]([CH3:27])([CH3:26])[CH3:25])=[O:22])[CH:10]=1>C(O)(=O)C>[N:1]1[CH:6]=[CH:5][CH:4]=[CH:3][C:2]=1[N:7]([CH2:30][CH2:31][C:32]([O:34][CH2:35][CH3:36])=[O:33])[C:8]([C:9]1[CH:14]=[CH:13][C:12]2[N:15]([CH3:16])[C:18]([CH2:19][NH:20][C:21]([O:23][C:24]([CH3:26])([CH3:27])[CH3:25])=[O:22])=[N:17][C:11]=2[CH:10]=1)=[O:29]. Procedure: 10.0 g (0.02 mol) of 3-[(N-tert-butoxycarbonylamino)acetylamino]-4-methylaminobenzoic acid-N-(2-pyridyl)-N-(2-ethoxycarbonylethyl)amide were dissolved in 50 mL of glacial acetic acid and refluxed for one hour. Then the solvent was distilled off, the residue was mixed with ice water and adjusted to pH 8 by the addition of 2N ammonia. After extraction three times with ethyl acetate, the combined organic phases were washed with saline solution and dried over sodium sulfate. After evaporation of the... Starting materials: CC(C)(C)OC(=O)N(Cc1ccccc1)C1CCCc2ccc(O)cc2C1, C1COCCO1, NC(=O)CCC(=O)NCl, [Na+], O=C([O-])O. Yields the product CC(C)(C)OC(=O)N(Cc1ccccc1)C1CCCc2cc(Cl)c(O)cc2C1. Reaction SMILES: [CH2:1]([c:2]1[cH:3][cH:4][cH:5][cH:6][cH:7]1)[N:8]([CH:9]1[CH2:10][c:11]2[c:12]([cH:16][cH:17][c:18]([OH:20])[cH:19]2)[CH2:13][CH2:14][CH2:15]1)[C:21](=[O:22])[O:23][C:24]([CH3:25])([CH3:26])[CH3:27].[CH2:42]1[O:43][CH2:44][CH2:45][O:46][CH2:47]1.[Cl:28][NH:29][C:30](=[O:31])[CH2:32][CH2:33][C:34]([NH2:35])=[O:36].[Na+:37].[OH:38][C:39](=[O:40])[O-:41]>>[CH2:1]([c:2]1[cH:3][cH:4][cH:5][cH:6][cH:7]1)[N:8]([CH:9]1[CH2:10][c:11]2[c:12]([cH:16][c:17]([Cl:28])[c:18]([OH:20])[cH:19]2)[CH2:13][CH2:14][CH2:15]1)[C:21](=[O:22])[O:23][C:24]([CH3:25])([CH3:26])[CH3:27]. The reactants are NC1=C(C=C(C=C1C1=CC=C(C=C1)C(F)(F)F)C1(CCC1)C(=O)OCC)OCC(F)(F)F (Ethyl 1-(6-amino-5-(2,2,2-trifluoroethoxy)-4′-(trifluoromethyl)biphenyl-3-yl)cyclobutanecarboxylate), CC#N.O.Cl (MeCN H2O HCl), N(=O)[O-].[Na+] (NaNO2). The reagents and catalysts are Cl[Cu] (CuCl). Run in O (water), O (water). Run at temperature 70 celsius, time 40 minute. Product: ClC1=C(C=C(C=C1C1=CC=C(C=C1)C(F)(F)F)C1(CCC1)C(=O)OCC)OCC(F)(F)F (ethyl 1-(6-chloro-5-(2,2,2-trifluoroethoxy)-4′-(trifluoromethyl)biphenyl-3-yl)cyclobutanecarboxylate). RXN SMILES: N[C:2]1[C:7]([C:8]2[CH:13]=[CH:12][C:11]([C:14]([F:17])([F:16])[F:15])=[CH:10][CH:9]=2)=[CH:6][C:5]([C:18]2([C:22]([O:24][CH2:25][CH3:26])=[O:23])[CH2:21][CH2:20][CH2:19]2)=[CH:4][C:3]=1[O:27][CH2:28][C:29]([F:32])([F:31])[F:30].N([O-])=O.[Na+].CC#N.O.[ClH:41]>O.Cl[Cu]>[Cl:41][C:2]1[C:7]([C:8]2[CH:13]=[CH:12][C:11]([C:14]([F:17])([F:16])[F:15])=[CH:10][CH:9]=2)=[CH:6][C:5]([C:18]2([C:22]([O:24][CH2:25][CH3:26])=[O:23])[CH2:21][CH2:20][CH2:19]2)=[CH:4][C:3]=1[O:27][CH2:28][C:29]([F:32])([F:31])[F:30] |f:1.2,3.4.5|. Procedure: Ethyl 1-(6-amino-5-(2,2,2-trifluoroethoxy)-4′-(trifluoromethyl)biphenyl-3-yl)cyclobutanecarboxylate (0.280 g, 0.64 mmol) was dissolved in a mixture of MeCN/H2O/HCl 10 mL/10 mL/4 mL at 0° C. A solution of NaNO2 (0.066 g, 0.96 mmol) in water (2 mL) was added drop wise at 0° C., and the reaction mixture was stirred for 40 min, at the same temperature. A solution of CuCl (0.32 g, 3.2 mmol) in water (2 mL) was added drop wise at 0° C. The reaction mixture was heated to 70° C. for 1 h and the solvent ... The reactants are C1(=CC=CC=C1)C1=CC=C(C(=O)O)C=C1 (4-phenylbenzoic acid), C(CC(C)C)N (isoamylamine). The product is C(CC(C)C)NC(C1=CC=C(C=C1)C1=CC=CC=C1)=O (N-isoamyl-4-phenylbenzamide). Reaction SMILES: [C:1]1([C:7]2[CH:15]=[CH:14][C:10]([C:11]([OH:13])=O)=[CH:9][CH:8]=2)[CH:6]=[CH:5][CH:4]=[CH:3][CH:2]=1.[CH2:16]([NH2:21])[CH2:17][CH:18]([CH3:20])[CH3:19]>>[CH2:16]([NH:21][C:11](=[O:13])[C:10]1[CH:9]=[CH:8][C:7]([C:1]2[CH:2]=[CH:3][CH:4]=[CH:5][CH:6]=2)=[CH:15][CH:14]=1)[CH2:17][CH:18]([CH3:20])[CH3:19]. Procedure details: Using Preparation Method 1, 4-phenylbenzoic acid was reacted with isoamylamine. The resulting reaction mixture was purified using SiO2 with CH2Cl2 100%. A white crystalline solid was obtained (29%). NMR 1H (ppm, CDCl3): 7.81 (d, J3=8.3 Hz, 2H), 7.65-7.58 (m, 4H), 7.47-7.34 (m, 3H), 6.06 (br. s., 1H), 3.53-3.36 (m, 2H), 1.74-1.65 (m, 1H), 1.52 (quart., J3=6.7 Hz, 2H), 0.96 (d, J3=6.6 Hz). Reactants: C(C)(C)(C)OC(NC1CCN(CC1)C1=NC=CC=C1)=O ((3,4,5,6-tetrahydro-2H-(1,2′)bipyridinyl-4-yl)-carbamic acid tert-butyl ester), Cl (HCl). Solvent: O1CCOCC1 (dioxane), O1CCOCC1 (dioxane). Run at time 30 minute. The product is N1(CCC(CC1)N)C1=NC=CC=C1 (3,4,5,6-Tetrahydro-2H-(1,2′)bipyridinyl-4-ylamine). As a reaction SMILES: C(OC(=O)[NH:7][CH:8]1[CH2:13][CH2:12][N:11]([C:14]2[CH:19]=[CH:18][CH:17]=[CH:16][N:15]=2)[CH2:10][CH2:9]1)(C)(C)C.Cl>O1CCOCC1>[N:11]1([C:14]2[CH:19]=[CH:18][CH:17]=[CH:16][N:15]=2)[CH2:10][CH2:9][CH:8]([NH2:7])[CH2:13][CH2:12]1. Procedure details: To a stirred solution of (3,4,5,6-tetrahydro-2H-(1,2′)bipyridinyl-4-yl)-carbamic acid tert-butyl ester (0.45 g, 1.49 mmol) in dioxane (3.0 mL) at room temperature was added 4M HCl in dioxane (8 mL). The reaction mixture was stirred at room temperature 30 minutes. The reaction mixture was concentrated under reduced pressure, and the residue treated with ether. The titled compound was collected by filtration. MS (CI) m/z 203 (M+1)+. Reactants: BrC1=CC=C(C=C1)C1=NC2=C(C=CC=C2C(N1C)=O)C(=O)NC1=NC=CC=C1 (2-(4-bromophenyl)-3-methyl-4-oxo-N-(pyridin-2-yl)-3,4-dihydroquinazoline-8-carboxamide), C(=O)([O-])[O-].[Cs+].[Cs+] (Cs2CO3), CC(C)C1=CC(=C(C(=C1)C(C)C)C2=C(C=CC=C2)P(C3CCCCC3)C4CCCCC4)C(C)C (XPHOS), [B-](CN1CCCC1)(F)(F)F.[K+] (potassium 1-trifluoroboratomethylpyrrolidine). The reagents and catalysts are CC(=O)[O-].CC(=O)[O-].[Pd+2] (Pd(OAc)2). The solvent is O (H2O). Run at temperature 150 celsius. The product is CN1C(=NC2=C(C=CC=C2C1=O)C(=O)NC1=NC=CC=C1)C1=CC=C(C=C1)CN1CCCC1 (3-methyl-4-oxo-N-(pyridin-2-yl)-2-(4-(pyrrolidin-1-ylmethyl)phenyl)-3,4-dihydroquinazoline-8-carboxamide). The yield is 62.3%. RXN SMILES: Br[C:2]1[CH:7]=[CH:6][C:5]([C:8]2[N:17]([CH3:18])[C:16](=[O:19])[C:15]3[C:10](=[C:11]([C:20]([NH:22][C:23]4[CH:28]=[CH:27][CH:26]=[CH:25][N:24]=4)=[O:21])[CH:12]=[CH:13][CH:14]=3)[N:9]=2)=[CH:4][CH:3]=1.C([O-])([O-])=O.[Cs+].[Cs+].CC(C1C=C(C(C)C)C(C2C=CC=CC=2P(C2CCCCC2)C2CCCCC2)=C(C(C)C)C=1)C.[B-](F)(F)(F)[CH2:70][N:71]1[CH2:75][CH2:74][CH2:73][CH2:72]1.[K+]>CC([O-])=O.CC([O-])=O.[Pd+2].O>[CH3:18][N:17]1[C:16](=[O:19])[C:15]2[C:10](=[C:11]([C:20]([NH:22][C:23]3[CH:28]=[CH:27][CH:26]=[CH:25][N:24]=3)=[O:21])[CH:12]=[CH:13][CH:14]=2)[N:9]=[C:8]1[C:5]1[CH:6]=[CH:7][C:2]([CH2:70][N:71]2[CH2:75][CH2:74][CH2:73][CH2:72]2)=[CH:3][CH:4]=1 |f:1.2.3,5.6,7.8.9|. Procedure details: Degassed THF/H2O (4 mL, 10:1) was added to a microwave vial containing 2-(4-bromophenyl)-3-methyl-4-oxo-N-(pyridin-2-yl)-3,4-dihydroquinazoline-8-carboxamide 28 (100 mg, 0.23 mmol), Cs2CO3 (224 mg, 0.69 mmol), Pd(OAc)2 (1.5 mg, 0.007 mmol), XPHOS (65 mg, 0.014 mmol), and potassium 1-trifluoroboratomethylpyrrolidine (48 mg, 0.25 mmol). The reaction mixture was heated at 150° C. in a microwave reactor for 30 min., poured into H2O and extracted with EtOAc. The combined organics were washed with bri... Reagents/catalysts: [Pd] (palladium). The solvent is CO (methanol). Starting materials: C(C1=CC=CC=C1)N1CCC2(OCC3=C2C=CC=C3)CCC1 ((RS)-1-benzyl-3′H-spiro[azepane-4,1′-[2]benzofuran]), [H][H] (hydrogen). Procedure details: A solution of (RS)-1-benzyl-3′H-spiro[azepane-4,1′-[2]benzofuran] (4.00 g, 13.6 mmol) in methanol (50 ml) in an autoclave was purged with argon. After addition of the palladium catalyst (10% Pd on activated charcoal, 1 g) the autoclave was pressurized with 5 bar of hydrogen gas. The mixture was stirred over night at room temperature. The catalyst was removed by filtration and the filtrate was concentrated in vacuo. The residue was partitioned between ethyl acetate and aqueous sodium hydroxide so... Yields the product C12(OCC3=C1C=CC=C3)CCNCCC2 ((RS)-3′H-Spiro[azepane-4,1′-[2]benzofuran]). As a reaction SMILES: C([N:8]1[CH2:22][CH2:21][CH2:20][C:11]2([C:15]3[CH:16]=[CH:17][CH:18]=[CH:19][C:14]=3[CH2:13][O:12]2)[CH2:10][CH2:9]1)C1C=CC=CC=1.[H][H]>CO.[Pd]>[C:11]12([CH2:20][CH2:21][CH2:22][NH:8][CH2:9][CH2:10]1)[C:15]1[CH:16]=[CH:17][CH:18]=[CH:19][C:14]=1[CH2:13][O:12]2. Yield: 90.4%.